From a dataset of the Open Reaction Database (ORD), a public repository of structured organic reaction records. describe an organic reaction: reactants, conditions, products, and yield Starting materials: CS(=O)(=O)O, CC(C)O, O=C1Cc2cc(CCN3CCN(c4nsc5ccccc45)CC3)c(Cl)cc2N1. Yields the product CS(=O)(=O)O, O=C1Cc2cc(CCN3CCN(c4nsc5ccccc45)CC3)c(Cl)cc2N1. As a reaction SMILES: [CH3:29][S:30]([OH:31])(=[O:32])=[O:33].[CH:34]([OH:35])([CH3:36])[CH3:37].[Cl:1][c:2]1[cH:3][c:4]2[c:9]([cH:10][c:11]1[CH2:12][CH2:13][N:14]1[CH2:15][CH2:16][N:17]([c:20]3[n:21][s:22][c:23]4[cH:24][cH:25][cH:26][cH:27][c:28]34)[CH2:18][CH2:19]1)[CH2:8][C:6](=[O:7])[NH:5]2>>[CH3:29][S:30](=[O:31])(=[O:32])[OH:33].[Cl:1][c:2]1[cH:3][c:4]2[c:9]([cH:10][c:11]1[CH2:12][CH2:13][N:14]1[CH2:15][CH2:16][N:17]([c:20]3[n:21][s:22][c:23]4[cH:24][cH:25][cH:26][cH:27][c:28]34)[CH2:18][CH2:19]1)[CH2:8][C:6](=[O:7])[NH:5]2. Reactants: CS(=O)(=O)O, CCO, CC1NCc2cc(-c3ccc4c(=O)c(C(=O)O)cn(C5CC5)c4c3OC(F)F)ccc21. The product is CS(=O)(=O)O, CC1NCc2cc(-c3ccc4c(=O)c(C(=O)O)cn(C5CC5)c4c3OC(F)F)ccc21. RXN SMILES: [CH3:32][S:33]([OH:34])(=[O:35])=[O:36].[CH3:37][CH2:38][OH:39].[CH:1]1([n:4]2[cH:5][c:6]([C:29](=[O:30])[OH:31])[c:7](=[O:28])[c:8]3[cH:9][cH:10][c:11](-[c:18]4[cH:19][c:20]5[c:24]([cH:25][cH:26]4)[CH:23]([CH3:27])[NH:22][CH2:21]5)[c:12]([O:14][CH:15]([F:16])[F:17])[c:13]23)[CH2:2][CH2:3]1>>[CH3:32][S:33](=[O:34])(=[O:35])[OH:36].[CH:1]1([n:4]2[cH:5][c:6]([C:29](=[O:30])[OH:31])[c:7](=[O:28])[c:8]3[cH:9][cH:10][c:11](-[c:18]4[cH:19][c:20]5[c:24]([cH:25][cH:26]4)[CH:23]([CH3:27])[NH:22][CH2:21]5)[c:12]([O:14][CH:15]([F:16])[F:17])[c:13]23)[CH2:2][CH2:3]1. Reactants: CC(=O)Nc1ccc2c(c1)CCCC2=O, Cl. The product is Nc1ccc2c(c1)CCCC2=O. Reaction SMILES: [C:1](=[O:2])([CH3:3])[NH:4][c:5]1[cH:6][c:7]2[c:12]([cH:13][cH:14]1)[C:11](=[O:15])[CH2:10][CH2:9][CH2:8]2.[ClH:16]>>[NH2:4][c:5]1[cH:6][c:7]2[c:12]([cH:13][cH:14]1)[C:11](=[O:15])[CH2:10][CH2:9][CH2:8]2. The reactants are C1(CCCCC1)C1=CC=C(CO)C=C1 (4-cyclohexylbenzyl alcohol), C1(=CC=CC=C1)P(=O)(C1=CC=CC=C1)Cl (diphenylphosphinic chloride). Reagents/catalysts: CN(C)C1=NC=CC=C1 (dimethylaminopyridine). Run in ClCCl (dichloromethane), C(C)N(CC)CC (triethylamine). Run at time 3 hour. Yields the product C1(CCCCC1)C1=CC=C(COP(=O)(C2=CC=CC=C2)C2=CC=CC=C2)C=C1 (Diphenyl-phosphinic acid 4-cyclohexyl-benzyl ester). The yield is 93.5%. Reaction SMILES: [CH:1]1([C:7]2[CH:14]=[CH:13][C:10]([CH2:11][OH:12])=[CH:9][CH:8]=2)[CH2:6][CH2:5][CH2:4][CH2:3][CH2:2]1.[C:15]1([P:21](Cl)([C:23]2[CH:28]=[CH:27][CH:26]=[CH:25][CH:24]=2)=[O:22])[CH:20]=[CH:19][CH:18]=[CH:17][CH:16]=1>ClCCl.C(N(CC)CC)C.CN(C1C=CC=CN=1)C>[CH:1]1([C:7]2[CH:8]=[CH:9][C:10]([CH2:11][O:12][P:21]([C:23]3[CH:24]=[CH:25][CH:26]=[CH:27][CH:28]=3)([C:15]3[CH:20]=[CH:19][CH:18]=[CH:17][CH:16]=3)=[O:22])=[CH:13][CH:14]=2)[CH2:2][CH2:3][CH2:4][CH2:5][CH2:6]1. Procedure details: To a stirred solution of 4-cyclohexylbenzyl alcohol (1 g, 5.26 mmol) in 45 ml of dry dichloromethane, 5 ml of triethylamine and 41 mg of dimethylaminopyridine was added 1.05 ml (1.25 g) of diphenylphosphinic chloride. The mixture was stirred at room temperature for 3 h after which it was concentrated to approximately 10 ml. The mixture was diluted with dichloromethane, washed with cold 10% sodium bicarbonate, water, dried (sodium sulfate), filtered and concentrated to approximately 10 ml. The re... The reactants are BrCCCBr (1,3-dibromopropane), CN1C(NC(C1=O)=O)=S (1-methyl-2-thioxo-4,5-imidazolidinedione). Product: BrCCCN1C(N(C(C1=O)=O)C)=S (1-(3-bromopropyl)-3-methyl-2-thioxo-4,5-imidazolinedione). RXN SMILES: [Br:1][CH2:2][CH2:3][CH2:4]Br.[CH3:6][N:7]1[C:11](=[O:12])[C:10](=[O:13])[NH:9][C:8]1=[S:14]>>[Br:1][CH2:2][CH2:3][CH2:4][N:9]1[C:10](=[O:13])[C:11](=[O:12])[N:7]([CH3:6])[C:8]1=[S:14]. Reported procedure: By the procedure of Example 1(i), 1,3-dibromopropane was reacted with 1-methyl-2-thioxo-4,5-imidazolidinedione to yield 1-(3-bromopropyl)-3-methyl-2-thioxo-4,5-imidazolinedione which, on reaction with thiourea by the procedure of Example 1(ii) gave S-[6-(1-(3-methyl-4,5-dioxo-2-thioxoimidazolidinyl))propyl]isothiourea hydrobromide. Hydrolysis of the latter compound by the procedure of Example 1(iii) and recrystallisation of the product from water gave the title compound, m.p. 141°-143°. Reactants: BrC=1C(=C(C(=O)NC[C@H]2N(CCC2)CC)C(=CC1)OC)OC ((S)-(-)-3-Bromo-N-[(1-ethyl-2-pyrrolidinyl)methyl]-2,6-dimethoxybenzamide), Cl (HCl), [OH-].[K+] (potassium hydroxide). Run in CS(=O)C (dimethylsulphoxide), O (H2O), O (water), O (water). Product: C(C)N1[C@@H](CCC1)CNC(C1=C(C=CC(=C1OC)O)OC)=O ((S)-(-)-N-[(1-ethyl-2-pyrrolidinyl)methyl]-5-hydroxy-2,6-dimethoxybenzamide). RXN SMILES: Br[C:2]1[C:3]([O:21][CH3:22])=[C:4]([C:16]([O:19][CH3:20])=[CH:17][CH:18]=1)[C:5]([NH:7][CH2:8][C@@H:9]1[CH2:13][CH2:12][CH2:11][N:10]1[CH2:14][CH3:15])=[O:6].Cl.[OH-:24].[K+]>CS(C)=O.O>[CH2:14]([N:10]1[CH2:11][CH2:12][CH2:13][C@H:9]1[CH2:8][NH:7][C:5](=[O:6])[C:4]1[C:3]([O:21][CH3:22])=[C:2]([OH:24])[CH:18]=[CH:17][C:16]=1[O:19][CH3:20])[CH3:15] |f:2.3|. Procedure details: (S)-(-)-3-Bromo-N-[(1-ethyl-2-pyrrolidinyl)methyl]-2,6-dimethoxybenzamide ×HCl×H2O (1.0 g, 0.0026 mol) was dissolved in 25 ml dimethylsulphoxide. A suspension of crushed potassium hydroxide (1.0 g, 0.018 mol) in 5 ml water was added and the mixture was heated at reflux for 2 h. After cooling 200 ml of water was added and the reaction mixture was neutralized and extracted with chloroform. Drying and evaporation of the solvent gave a residue containing a mixture of several products including the s...